This data is from the Open Reaction Database (ORD), a public repository of structured organic reaction records. The task is: describe an organic reaction: reactants, conditions, products, and yield Reactants: COC(C1=C(C=CC(=C1)OC)Br)=O (Methyl-2-bromo-5-methoxybenzoate), FC1=CC=C(C=C1)B(O)O (4-fluorobenzene boronic acid), C([O-])([O-])=O.[Na+].[Na+] (sodium carbonate). Reagents/catalysts: C=1C=CC(=CC1)/C=C/C(=O)/C=C/C2=CC=CC=C2.C=1C=CC(=CC1)/C=C/C(=O)/C=C/C2=CC=CC=C2.C=1C=CC(=CC1)/C=C/C(=O)/C=C/C2=CC=CC=C2.[Pd].[Pd] (tris (dibenzylideneacetone)dipalladium (0)). Run in C(OC)COC (dimethoxyethane). Product: COC(C1=C(C=CC(=C1)OC)C1=CC=C(C=C1)F)=O (5-methoxy-[2-(4-fluorophenyl)] benzoic acid methyl ester). Yield: 63.0%. Reaction SMILES: [CH3:1][O:2][C:3](=[O:13])[C:4]1[CH:9]=[C:8]([O:10][CH3:11])[CH:7]=[CH:6][C:5]=1Br.[F:14][C:15]1[CH:20]=[CH:19][C:18](B(O)O)=[CH:17][CH:16]=1.C(=O)([O-])[O-].[Na+].[Na+]>C(COC)OC.C1C=CC(/C=C/C(/C=C/C2C=CC=CC=2)=O)=CC=1.C1C=CC(/C=C/C(/C=C/C2C=CC=CC=2)=O)=CC=1.C1C=CC(/C=C/C(/C=C/C2C=CC=CC=2)=O)=CC=1.[Pd].[Pd]>[CH3:1][O:2][C:3](=[O:13])[C:4]1[CH:9]=[C:8]([O:10][CH3:11])[CH:7]=[CH:6][C:5]=1[C:18]1[CH:19]=[CH:20][C:15]([F:14])=[CH:16][CH:17]=1 |f:2.3.4,6.7.8.9.10|. Procedure: Methyl-2-bromo-5-methoxybenzoate (15.1 g; 0.062 mol), 4-fluorobenzene boronic acid (9.98 g; 0.0713 mol), and tris (dibenzylideneacetone)dipalladium (0) (1.0 g) were dissolved in 100 mL dimethoxyethane (DME) and 100 mL 2N sodium carbonate and stirred at reflux overnight. The reaction mixture was cooled, the DME removed in vacuo, and the resulting oil partitioned between methylene chloride and water. The aqueous layer was extracted further with methylene chloride and the combined organic extracts ... The reactants are II (iodine), II (iodine), COC1=CC=C(C=C1)C=1C(=CC(=NC1)C(=O)OC)C (methyl 5-(4-methoxyphenyl)-4-methylpyridine-2-carboxylate). The reagents and catalysts are S(=O)(=O)([O-])[O-].[Ag+2] (silver sulfate), S(=O)(=O)([O-])[O-].[Ag+2] (silver sulfate). The solvent is CO (MeOH). Run at time 3.5 hour. Product: IC=1C=C(C=CC1OC)C=1C(=CC(=NC1)C(=O)OC)C (methyl 5-(3-iodo-4-methoxyphenyl)-4-methylpyridine-2-carboxylate). The yield is 63.8%. Reaction SMILES: [I:1]I.[CH3:3][O:4][C:5]1[CH:10]=[CH:9][C:8]([C:11]2[C:12]([CH3:21])=[CH:13][C:14]([C:17]([O:19][CH3:20])=[O:18])=[N:15][CH:16]=2)=[CH:7][CH:6]=1>CO.S([O-])([O-])(=O)=O.[Ag+2]>[I:1][C:6]1[CH:7]=[C:8]([C:11]2[C:12]([CH3:21])=[CH:13][C:14]([C:17]([O:19][CH3:20])=[O:18])=[N:15][CH:16]=2)[CH:9]=[CH:10][C:5]=1[O:4][CH3:3] |f:3.4|. Procedure details: A suspension of iodine (2.45 g, 9.66 mmol), silver sulfate (3.01 g, 9.66 mmol) and methyl 5-(4-methoxyphenyl)-4-methylpyridine-2-carboxylate (2.47 g, 9.59 mmol) in MeOH (20 mL) was stirred at room temperature for 3.5 hours. It was then heated at 36° C. for 4 hours and then at room temperature for another 16 hours. Additional iodine (0.8 g, 3.15 mmol) and silver sulfate (1 g, 3.2 mmol) were added and the reaction was heated to 36° C. for 3 hours. The volatiles were removed and the reaction was di... The reactants are Cl.CO\N=C(/C(=O)O)\C=1N=C(SC1)NC(C1=CC=CC=C1)(C1=CC=CC=C1)C1=CC=CC=C1 (2-(Z)methoxyimino-2-(2-tritylaminothiazol-4-yl)acetic acid hydrochloride), C(C)(C)N(C(C)C)CC (N,N-diisopropylethylamine), 0.5h, N[C@H]1[C@@H]2N(C(=C(CS2)[C@@H]2O[C@@H](CC2=C=O)OC)C(=O)OCC2=CC=C(C=C2)OC)C1=O (4-methoxybenzyl (6R,7R)-7-amino-3-[(2R,5S)-5-methoxy-carbonyltetrahydrofuran-2-yl]ceph-3-em-4-carboxylate), CS(=O)(=O)Cl (methanesulphonyl chloride), 1h. The solvent is CN(C=O)C (dimethylformamide), N1=CC=CC=C1 (pyridine), CN(C=O)C (dimethylformamide). Run at time 0.5 hour. Product: COC(=O)[C@@H]1CC[C@@H](O1)C=1CS[C@H]2N(C1C(=O)OCC1=CC=C(C=C1)OC)C([C@H]2NC(\C(\C=2N=C(SC2)NC(C2=CC=CC=C2)(C2=CC=CC=C2)C2=CC=CC=C2)=N/OC)=O)=O (4-Methoxybenzyl (6R,7R)-3-[(2R,5S)-5-methoxycarbonyltetrahydrofuran-2-yl]-7-[2-(Z)-methoxyimino-2-(2-tritylaminothiazol-4-yl)acetamido]ceph-3-em-4-carboxylate). Isolated yield 81.1%. RXN SMILES: Cl.[CH3:2][O:3]/[N:4]=[C:5](/[C:9]1[N:10]=[C:11]([NH:14][C:15]([C:28]2[CH:33]=[CH:32][CH:31]=[CH:30][CH:29]=2)([C:22]2[CH:27]=[CH:26][CH:25]=[CH:24][CH:23]=2)[C:16]2[CH:21]=[CH:20][CH:19]=[CH:18][CH:17]=2)[S:12][CH:13]=1)\[C:6]([OH:8])=O.C(N(CC)C(C)C)(C)C.CS(Cl)(=O)=O.[NH2:48][C@@H:49]1[C:77](=[O:78])[N:51]2[C:52]([C:65]([O:67][CH2:68][C:69]3[CH:74]=[CH:73][C:72]([O:75][CH3:76])=[CH:71][CH:70]=3)=[O:66])=[C:53]([C@H:56]3[C:60](=C=O)[CH2:59][C@@H:58](OC)[O:57]3)[CH2:54][S:55][C@H:50]12>CN(C)C=O.N1C=CC=CC=1>[CH3:68][O:67][C:65]([C@H:58]1[O:57][C@@H:56]([C:53]2[CH2:54][S:55][C@@H:50]3[C@H:49]([NH:48][C:6](=[O:8])/[C:5](=[N:4]\[O:3][CH3:2])/[C:9]4[N:10]=[C:11]([NH:14][C:15]([C:22]5[CH:23]=[CH:24][CH:25]=[CH:26][CH:27]=5)([C:28]5[CH:33]=[CH:32][CH:31]=[CH:30][CH:29]=5)[C:16]5[CH:21]=[CH:20][CH:19]=[CH:18][CH:17]=5)[S:12][CH:13]=4)[C:77](=[O:78])[N:51]3[C:52]=2[C:65]([O:67][CH2:68][C:69]2[CH:70]=[CH:71][C:72]([O:75][CH3:76])=[CH:73][CH:74]=2)=[O:66])[CH2:60][CH2:59]1)=[O:66] |f:0.1|. Procedure: A stirred solution of 2-(Z)methoxyimino-2-(2-tritylaminothiazol-4-yl)acetic acid hydrochloride (148mg) and N,N-diisopropylethylamine (0.107ml) in dimethylformamide (1ml) was cooled to -55 to -60° C. and methanesulphonyl chloride (0.024ml) was added. The mixture was stirred at the same temperature for 0.5h and then a solution of 4-methoxybenzyl (6R,7R)-7-amino-3-[(2R,5S)-5-methoxy-carbonyltetrahydrofuran-2-yl]ceph-3-em-4-carboxylate (126mg) in dimethylformamide (1ml) was added followed by pyridin... Reactants: [N+](=O)([O-])C1=C(C#N)C(=CC=C1)[N+](=O)[O-] (2,6 dinitrobenzonitrile), C1(CCC1)O (cyclobutanol). Product: NC1=C(C#N)C(=CC=C1)OC1CCC1 (2-amino-6-cyclobutoxybenzonitrile). Isolated yield 34.0%. As a reaction SMILES: [N+]([C:4]1[CH:11]=[CH:10][CH:9]=[C:8]([N+:12]([O-])=O)[C:5]=1[C:6]#[N:7])([O-])=O.[CH:15]1([OH:19])[CH2:18][CH2:17][CH2:16]1>>[NH2:12][C:8]1[CH:9]=[CH:10][CH:11]=[C:4]([O:19][CH:15]2[CH2:18][CH2:17][CH2:16]2)[C:5]=1[C:6]#[N:7]. Procedure: Prepared in a similar manner as example 111c from 2,6 dinitrobenzonitrile and cyclobutanol to provide 2-amino-6-cyclobutoxybenzonitrile (298 mg, 34%) as a white solid. 1H NMR (400 MHz, DMSO-d6) δ 1.69 (m, 1H), 1.85 (m, 1H), 2.14 (m, 2H), 2.52 (m, 2H), 4.98 (pent, J=7.3 Hz, 1H), 7.55 (dd, J=8.2, 1.1 Hz, 1H), 7.87 (t, J=8.2 Hz, 1H), 7.92 (dd, J=8.4, 1.3 Hz, 1H). The reactants are C(C1=CC=CC=C1)[C@@H](CO)NC1=C2N=CN(C2=NC(=N1)Cl)[C@H]1[C@@H]([C@@H]([C@H](C1)NC(CO)=O)O)O (N-{(1S,2R,3S,4R)-4-[6-((S)-1-benzyl-2-hydroxy-ethylamino)-2-chloro-purin-9-yl]-2,3-dihydroxy-cyclopentyl}-2-hydroxy-acetamide), [N+](=O)([O-])C=1N=CNC1 (4-nitro-imidazole). The product is O[C@@H]1[C@H](C[C@H]([C@@H]1O)N1C2=NC(=NC(=C2N=C1)N[C@@H](CC1=CC=CC=C1)CO)N1C=NC(=C1)[N+](=O)[O-])NC(CO)=O (N-{(1S,2R,3S,4R)-2,3-Dihydroxy-4-[6-((S)-1-hydroxymethyl-2-phenyl-ethylamino)-2-(4-nitro-imidazol-1-yl)-purin-9-yl]-cyclopentyl}-2-hydroxy-acetamide). RXN SMILES: [CH2:1]([C@H:8]([NH:11][C:12]1[N:20]=[C:19](Cl)[N:18]=[C:17]2[C:13]=1[N:14]=[CH:15][N:16]2[C@@H:22]1[CH2:26][C@H:25]([NH:27][C:28](=[O:31])[CH2:29][OH:30])[C@@H:24]([OH:32])[C@H:23]1[OH:33])[CH2:9][OH:10])[C:2]1[CH:7]=[CH:6][CH:5]=[CH:4][CH:3]=1.[N+:34]([C:37]1[N:38]=[CH:39][NH:40][CH:41]=1)([O-:36])=[O:35]>>[OH:32][C@H:24]1[C@@H:23]([OH:33])[C@H:22]([N:16]2[CH:15]=[N:14][C:13]3[C:17]2=[N:18][C:19]([N:40]2[CH:41]=[C:37]([N+:34]([O-:36])=[O:35])[N:38]=[CH:39]2)=[N:20][C:12]=3[NH:11][C@H:8]([CH2:9][OH:10])[CH2:1][C:2]2[CH:7]=[CH:6][CH:5]=[CH:4][CH:3]=2)[CH2:26][C@@H:25]1[NH:27][C:28](=[O:31])[CH2:29][OH:30]. Procedure details: The title compound can be prepared from N-{(1S,2R,3S,4R)-4-[6-((S)-1-benzyl-2-hydroxy-ethylamino)-2-chloro-purin-9-yl]-2,3-dihydroxy-cyclopentyl}-2-hydroxy-acetamide (Intermediate GC) and 4-nitro-imidazole, as described for N-{(1S,2R,3S,4R)-4-[6-(2,2-diphenyl-ethylamino)-2-(4-nitro-pyrazol-1-yl)-purin-9-yl]-2,3-dihydroxy-cyclopentyl}-2-hydroxy-acetamide (Intermediate QD). Starting materials: BrC(C1OC(C2C(C12)(C)C)=O)(Br)Br (4-tribromomethyl-6,6-dimethyl-2-oxo-3-oxabicyclo[3.1.0]hexane), O (water). The reagents and catalysts are [Zn] (zinc). Solvent: C(C)(=O)O (acetic acid), CCOCC (ether), CCOCC (ether), CCOCC (ether). Reaction conditions: time 1 hour. Yields the product BrC(=C[C@H]1C([C@H]1C(=O)O)(C)C)Br (cis-3-(2,2-dibromovinyl)-2,2-dimethylcyclopropanecarboxylic acid). Isolated yield 86.4%. As a reaction SMILES: [Br:1][C:2](Br)([Br:12])[CH:3]1[CH:8]2[CH:6]([C:7]2([CH3:10])[CH3:9])[C:5](=[O:11])[O:4]1.O>C(O)(=O)C.CCOCC.[Zn]>[Br:1][C:2]([Br:12])=[CH:3][C@@H:8]1[C@H:6]([C:5]([OH:11])=[O:4])[C:7]1([CH3:9])[CH3:10]. Procedure: To a chilled suspension of zinc powder (0.494 g, 0.0076 mole) in 0.57 ml of acetic acid and 3 ml of ether was added dropwise over a period of 20 minutes a solution of 4-tribromomethyl-6,6-dimethyl-2-oxo-3-oxabicyclo[3.1.0]hexane (0.72 g, 0.0019 mole) in 5 ml of ether. The mixture was stirred at 0° for one hour. After adding 30 ml of ether and 5 ml of water, the mixture was filtered through Celite filter aid. The organic layer was separated, washed three times with saturated aqueous sodium chlori...